From a dataset of the Open Reaction Database (ORD), a public repository of structured organic reaction records. describe an organic reaction: reactants, conditions, products, and yield The reactants are C1CCOC1, COc1ccc(Nc2cc(Oc3ccc([N+](=O)[O-])cc3)ncn2)cc1, CCO, c1cncnc1. Yields the product COc1ccc(Nc2cc(Oc3ccc(N)cc3)ncn2)cc1. As a reaction SMILES: [CH2:32]1[O:33][CH2:34][CH2:35][CH2:36]1.[CH3:1][O:2][c:3]1[cH:4][cH:5][c:6]([NH:9][c:10]2[n:11][cH:12][n:13][c:14]([O:16][c:17]3[cH:18][cH:19][c:20]([N+:23]([O-:24])=[O:25])[cH:21][cH:22]3)[cH:15]2)[cH:7][cH:8]1.[CH3:37][CH2:38][OH:39].[cH:26]1[cH:27][n:28][cH:29][n:30][cH:31]1>>[CH3:1][O:2][c:3]1[cH:4][cH:5][c:6]([NH:9][c:10]2[n:11][cH:12][n:13][c:14]([O:16][c:17]3[cH:18][cH:19][c:20]([NH2:23])[cH:21][cH:22]3)[cH:15]2)[cH:7][cH:8]1. Starting materials: OBO, O=C([O-])O, COCCOC, CCO, FC(F)(F)c1cccc(C(F)(F)F)c1, Nc1nc(N)c2c(cc(I)c3[nH]ccc32)n1, [Na+], [Pd], c1ccc(P(c2ccccc2)c2ccccc2)cc1, c1ccc(P(c2ccccc2)c2ccccc2)cc1, c1ccc(P(c2ccccc2)c2ccccc2)cc1, c1ccc(P(c2ccccc2)c2ccccc2)cc1. The product is Nc1nc(N)c2c(cc(-c3cc(C(F)(F)F)cc(C(F)(F)F)c3)c3[nH]ccc32)n1. Reaction SMILES: [BH:17]([OH:18])[OH:19].[C:34](=[O:35])([OH:36])[O-:37].[CH3:39][O:40][CH2:41][CH2:42][O:43][CH3:44].[CH3:45][CH2:46][OH:47].[F:20][C:21]([c:22]1[cH:23][cH:24][cH:25][c:26]([C:28]([F:29])([F:30])[F:31])[cH:27]1)([F:32])[F:33].[I:1][c:2]1[c:3]2[c:4]([c:5]3[c:6]([NH2:13])[n:7][c:8]([NH2:12])[n:9][c:10]3[cH:11]1)[cH:14][cH:15][nH:16]2.[Na+:38].[Pd:48].[c:106]1([P:107]([c:108]2[cH:109][cH:110][cH:111][cH:112][cH:113]2)[c:114]2[cH:115][cH:116][cH:117][cH:118][cH:119]2)[cH:120][cH:121][cH:122][cH:123][cH:124]1.[c:49]1([P:50]([c:51]2[cH:52][cH:53][cH:54][cH:55][cH:56]2)[c:57]2[cH:58][cH:59][cH:60][cH:61][cH:62]2)[cH:63][cH:64][cH:65][cH:66][cH:67]1.[c:68]1([P:69]([c:70]2[cH:71][cH:72][cH:73][cH:74][cH:75]2)[c:76]2[cH:77][cH:78][cH:79][cH:80][cH:81]2)[cH:82][cH:83][cH:84][cH:85][cH:86]1.[c:87]1([P:88]([c:89]2[cH:90][cH:91][cH:92][cH:93][cH:94]2)[c:95]2[cH:96][cH:97][cH:98][cH:99][cH:100]2)[cH:101][cH:102][cH:103][cH:104][cH:105]1>>[c:2]1(-[c:24]2[cH:23][c:22]([C:21]([F:20])([F:32])[F:33])[cH:27][c:26]([C:28]([F:29])([F:30])[F:31])[cH:25]2)[c:3]2[c:4]([c:5]3[c:6]([NH2:13])[n:7][c:8]([NH2:12])[n:9][c:10]3[cH:11]1)[cH:14][cH:15][nH:16]2. Reactants: NC=1C2=C(N=C(N1)C1=NN(C3=NC(=CC=C31)Cl)CCC(C(F)(F)F)(F)F)NC(C2(C(=O)NC2CC2)C)=O (4-amino-2-(6-chloro-1-(3,3,4,4,4-pentafluorobutyl)-1H-pyrazolo[3,4-b]pyridin-3-yl)-N-cyclopropyl-5-methyl-6-oxo-6,7-dihydro-5H-pyrrolo[2,3-d]pyrimidine-5-carboxamide), C[O-].[Na+] (sodium methoxide), Cl (HCl). Solvent: CO (methanol). Conditions: temperature 60 celsius, time 10 hour. The product is NC=1C2=C(N=C(N1)C1=NN(C3=NC(=CC=C31)OC)CCC(C(F)(F)F)(F)F)NC(C2(C(=O)NC2CC2)C)=O (4-Amino-N-Cyclopropyl-2-(6-Methoxy-1-(3,3,4,4,4-Pentafluorobutyl)-1H-Pyrazolo[3,4-B]Pyridin-3-yl)-5-Methyl-6-Oxo-6,7-Dihydro-5H-Pyrrolo[2,3-D]Pyrimidine-5-Carboxamide). Reaction SMILES: [NH2:1][C:2]1[C:3]2[C:29]([CH3:36])([C:30]([NH:32][CH:33]3[CH2:35][CH2:34]3)=[O:31])[C:28](=[O:37])[NH:27][C:4]=2[N:5]=[C:6]([C:8]2[C:16]3[C:11](=[N:12][C:13](Cl)=[CH:14][CH:15]=3)[N:10]([CH2:18][CH2:19][C:20]([F:26])([F:25])[C:21]([F:24])([F:23])[F:22])[N:9]=2)[N:7]=1.[CH3:38][O-:39].[Na+].Cl>CO>[NH2:1][C:2]1[C:3]2[C:29]([CH3:36])([C:30]([NH:32][CH:33]3[CH2:35][CH2:34]3)=[O:31])[C:28](=[O:37])[NH:27][C:4]=2[N:5]=[C:6]([C:8]2[C:16]3[C:11](=[N:12][C:13]([O:39][CH3:38])=[CH:14][CH:15]=3)[N:10]([CH2:18][CH2:19][C:20]([F:26])([F:25])[C:21]([F:24])([F:23])[F:22])[N:9]=2)[N:7]=1 |f:1.2|. Procedure details: A methanol (1.5 mL, anhydrous) solution containing 4-amino-2-(6-chloro-1-(3,3,4,4,4-pentafluorobutyl)-1H-pyrazolo[3,4-b]pyridin-3-yl)-N-cyclopropyl-5-methyl-6-oxo-6,7-dihydro-5H-pyrrolo[2,3-d]pyrimidine-5-carboxamide, as described in Example 176, (62 mg, 0.114 mmol) and sodium methoxide (0.21 ml, 0.91 mmol, 25% in methanol) was stirred for 10 hours at 60° C. The reaction mixture was cooled and adjusted to pH 7.0 with 2N HCl aq. at 0° C. The residue was purified by reverse phase HPLC to afford th...